From a dataset of the Open Reaction Database (ORD), a public repository of structured organic reaction records. describe an organic reaction: reactants, conditions, products, and yield Starting materials: CCS(=O)(=O)Cl, Cl, O=C1OC(Cn2ccnn2)CN1c1ccc(C2=CCNCC2)c(F)c1. Yields the product CCS(=O)(=O)N1CC=C(c2ccc(N3CC(Cn4ccnn4)OC3=O)cc2F)CC1. As a reaction SMILES: [CH2:27]([CH3:28])[S:29](=[O:30])(=[O:31])[Cl:32].[ClH:1].[NH:2]1[CH2:3][CH:4]=[C:5]([c:8]2[c:9]([F:26])[cH:10][c:11]([N:14]3[C:15](=[O:25])[O:16][CH:17]([CH2:19][n:20]4[n:21][n:22][cH:23][cH:24]4)[CH2:18]3)[cH:12][cH:13]2)[CH2:6][CH2:7]1>>[N:2]1([S:29]([CH2:27][CH3:28])(=[O:30])=[O:31])[CH2:3][CH:4]=[C:5]([c:8]2[c:9]([F:26])[cH:10][c:11]([N:14]3[C:15](=[O:25])[O:16][CH:17]([CH2:19][n:20]4[n:21][n:22][cH:23][cH:24]4)[CH2:18]3)[cH:12][cH:13]2)[CH2:6][CH2:7]1.